This data is from the Open Reaction Database (ORD), a public repository of structured organic reaction records. The task is: describe an organic reaction: reactants, conditions, products, and yield The reactants are [OH-].[Na+] (NaOH), N([C@@H](CC1=CC=CC=C1)C(=O)N[C@H](CC1=CNC2=CC=CC=C12)C(=O)N[C@@H](CCCCNC(=O)OCC1=CC=CC=C1)C(=O)OC)C(=O)OC(C)(C)C (BOC-Phe-(D)Trp-Lys(Z)-OMe), O (H2O). Run in O1CCOCC1.O (dioxane H2O). Conditions: time 1.5 hour. Yields the product N([C@@H](CC1=CC=CC=C1)C(=O)N[C@H](CC1=CNC2=CC=CC=C12)C(=O)N[C@@H](CCCCNC(=O)OCC1=CC=CC=C1)C(=O)O)C(=O)OC(C)(C)C (BOC-Phe-(D)Trp-Lys(Z)-OH). RXN SMILES: [OH-].[Na+].[NH:3]([C:49]([O:51][C:52]([CH3:55])([CH3:54])[CH3:53])=[O:50])[C@H:4]([C:12]([NH:14][C@@H:15]([C:26]([NH:28][C@H:29]([C:45]([O:47]C)=[O:46])[CH2:30][CH2:31][CH2:32][CH2:33][NH:34][C:35]([O:37][CH2:38][C:39]1[CH:44]=[CH:43][CH:42]=[CH:41][CH:40]=1)=[O:36])=[O:27])[CH2:16][C:17]1[C:25]2[C:20](=[CH:21][CH:22]=[CH:23][CH:24]=2)[NH:19][CH:18]=1)=[O:13])[CH2:5][C:6]1[CH:11]=[CH:10][CH:9]=[CH:8][CH:7]=1.O>O1CCOCC1.O>[NH:3]([C:49]([O:51][C:52]([CH3:55])([CH3:54])[CH3:53])=[O:50])[C@H:4]([C:12]([NH:14][C@@H:15]([C:26]([NH:28][C@H:29]([C:45]([OH:47])=[O:46])[CH2:30][CH2:31][CH2:32][CH2:33][NH:34][C:35]([O:37][CH2:38][C:39]1[CH:44]=[CH:43][CH:42]=[CH:41][CH:40]=1)=[O:36])=[O:27])[CH2:16][C:17]1[C:25]2[C:20](=[CH:21][CH:22]=[CH:23][CH:24]=2)[NH:19][CH:18]=1)=[O:13])[CH2:5][C:6]1[CH:7]=[CH:8][CH:9]=[CH:10][CH:11]=1 |f:0.1,4.5|. Reported procedure: 26 ml 1 N NaOH are added to a suspension of 16 g BOC-Phe-(D)Trp-Lys(Z)-OMe in dioxane/H2O (8:2) and the reaction mixture stirred for 1.5 hrs. at room temperature. The obtained solution is diluted to ca. 500 ml by the addition of H2O and then concentrated under vacuum. The pH is adjusted to 1.5 to 2 by the addition, with stirring, of 1 N HCl, the precipitated product is filtered off, washed with H2O until neutral and dried to yield the title compound: Reactants: C1(=CC=CC=C1)P(C1=CC=CC=C1)C1=CC=CC=C1 (triphenylphosphine), BrC(C)(C)Br (dibromopropane), C1(=CC=CC=C1)C (toluene). The product is Br.[Br-].BrCCC[P+](C1=CC=CC=C1)(C1=CC=CC=C1)C1=CC=CC=C1 ((3-bromopropyl)-triphenylphosphonium bromide hydrobromide). As a reaction SMILES: [C:1]1([P:7]([C:14]2[CH:19]=[CH:18][CH:17]=[CH:16][CH:15]=2)[C:8]2[CH:13]=[CH:12][CH:11]=[CH:10][CH:9]=2)[CH:6]=[CH:5][CH:4]=[CH:3][CH:2]=1.[Br:20][C:21]([Br:24])([CH3:23])C.[C:25]1(C)C=CC=CC=1>>[BrH:20].[Br-:20].[Br:24][CH2:21][CH2:23][CH2:25][P+:7]([C:1]1[CH:2]=[CH:3][CH:4]=[CH:5][CH:6]=1)([C:8]1[CH:13]=[CH:12][CH:11]=[CH:10][CH:9]=1)[C:14]1[CH:15]=[CH:16][CH:17]=[CH:18][CH:19]=1 |f:3.4.5|. Reported procedure: In this example, 350.0 g of triphenylphosphine and 270.0 g of dibromopropane are suspended in 700 ml of toluene and the suspension is heated at reflux for 25 hours. After allowing the suspension to stand for cooling, the formed product is separated by filtration and washed with 2 l of toluene to obtain 550.0 g of (3-bromopropyl)-triphenylphosphonium bromide hydrobromide having m.p. 233-234° C. Starting materials: CCN=C=NCCCN(C)C, CN1CCCC1=O, Cl, CCCCc1nc2c(N)nc3ccccc3c2n1CCCN, On1nnc2ccccc21, O=C(O)c1cc2ccccc2cn1. Yields the product CCCCc1nc2c(N)nc3ccccc3c2n1CCCNC(=O)c1cc2ccccc2cn1. Reaction SMILES: [CH3:25][N:26]([CH3:27])[CH2:28][CH2:29][CH2:30][N:31]=[C:32]=[N:33][CH2:34][CH3:35].[CH3:58][N:59]1[CH2:60][CH2:61][CH2:62][C:63]1=[O:64].[ClH:24].[NH2:36][CH2:37][CH2:38][CH2:39][n:40]1[c:41]([CH2:54][CH2:55][CH2:56][CH3:57])[n:42][c:43]2[c:44]([NH2:53])[n:45][c:46]3[cH:47][cH:48][cH:49][cH:50][c:51]3[c:52]12.[OH:14][n:15]1[c:16]2[cH:17][cH:18][cH:19][cH:20][c:21]2[n:22][n:23]1.[cH:1]1[n:2][c:3]([C:11](=[O:12])[OH:13])[cH:4][c:5]2[cH:6][cH:7][cH:8][cH:9][c:10]12>>[cH:1]1[n:2][c:3]([C:11](=[O:13])[NH:36][CH2:37][CH2:38][CH2:39][n:40]2[c:41]([CH2:54][CH2:55][CH2:56][CH3:57])[n:42][c:43]3[c:44]([NH2:53])[n:45][c:46]4[cH:47][cH:48][cH:49][cH:50][c:51]4[c:52]23)[cH:4][c:5]2[cH:6][cH:7][cH:8][cH:9][c:10]12. The reactants are CI (methyl iodide), Cl (hydrochloric acid), [OH-].[Na+] (Sodium hydroxide), COC=1C=C2C(NC=NC2=CC1OCC1=CC=CC=C1)=S (6-methoxy-7-benzyloxy-3,4-dihydroquinazolin-4-thione). The solvent is O1CCCC1 (tetrahydrofuran), O (water). Product: CSC1=NC=NC2=CC(=C(C=C12)OC)OCC1=CC=CC=C1 (4-(methylthio)-6-methoxy-7-benzyloxyquinazoline). Isolated yield 94.4%. Reaction SMILES: [OH-].[Na+].[CH3:3][O:4][C:5]1[CH:6]=[C:7]2[C:12](=[CH:13][C:14]=1[O:15][CH2:16][C:17]1[CH:22]=[CH:21][CH:20]=[CH:19][CH:18]=1)[N:11]=[CH:10][NH:9][C:8]2=[S:23].[CH3:24]I.Cl>O1CCCC1.O>[CH3:24][S:23][C:8]1[C:7]2[C:12](=[CH:13][C:14]([O:15][CH2:16][C:17]3[CH:18]=[CH:19][CH:20]=[CH:21][CH:22]=3)=[C:5]([O:4][CH3:3])[CH:6]=2)[N:11]=[CH:10][N:9]=1 |f:0.1|. Procedure: Sodium hydroxide (1.0 N, 200 ml) was added to a solution of 6-methoxy-7-benzyloxy-3,4-dihydroquinazolin-4-thione (30 g, 0.1 mol) in tetrahydrofuran (100 ml) and then methyl iodide (7.5 ml, 0.12 mol) was slowly added at ambient temperature over 30 minutes. The pH of the solution was then adjusted to 7 with hydrochloric acid (2.0 N), the reaction was diluted with water and the solid was recovered by suction filtration. Drying in vacuo yielded 4-(methylthio)-6-methoxy-7-benzyloxyquinazoline (29.5 g...